Dataset: the Open Reaction Database (ORD), a public repository of structured organic reaction records. Task: describe an organic reaction: reactants, conditions, products, and yield The solvent is C1(=CC=CC=C1)C (toluene). Reactants: O=C1NCCC12CCN(CC2)C(=O)OC(C)(C)C (tert-butyl 1-oxo-2,8-diazaspiro[4.5]decane-8-carboxylate), FC(S(=O)(=O)OC=1COC(C1C)=O)(F)F (4-methyl-5-oxo-2,5-dihydrofuran-3-yl trifluoromethanesulfonate), CC1(C2=C(C(=CC=C2)P(C3=CC=CC=C3)C4=CC=CC=C4)OC5=C(C=CC=C51)P(C6=CC=CC=C6)C7=CC=CC=C7)C (Xantphos), C(=O)([O-])[O-].[Cs+].[Cs+] (Cs2CO3). Yields the product CC1=C(COC1=O)N1C(C2(CC1)CCN(CC2)C(=O)OC(C)(C)C)=O (tert-butyl 2-(4-methyl-5-oxo-2,5-dihydrofuran-3-yl)-1-oxo-2,8-diazaspiro[4.5]decane-8-carboxylate). The reagents and catalysts are C=1C=CC(=CC1)/C=C/C(=O)/C=C/C2=CC=CC=C2.C=1C=CC(=CC1)/C=C/C(=O)/C=C/C2=CC=CC=C2.C=1C=CC(=CC1)/C=C/C(=O)/C=C/C2=CC=CC=C2.[Pd].[Pd] (Pd2(dba)3). RXN SMILES: [O:1]=[C:2]1[C:6]2([CH2:11][CH2:10][N:9]([C:12]([O:14][C:15]([CH3:18])([CH3:17])[CH3:16])=[O:13])[CH2:8][CH2:7]2)[CH2:5][CH2:4][NH:3]1.FC(F)(F)S(O[C:25]1[CH2:26][O:27][C:28](=[O:31])[C:29]=1[CH3:30])(=O)=O.CC1(C)C2C(=C(P(C3C=CC=CC=3)C3C=CC=CC=3)C=CC=2)OC2C(P(C3C=CC=CC=3)C3C=CC=CC=3)=CC=CC1=2.C([O-])([O-])=O.[Cs+].[Cs+]>C1(C)C=CC=CC=1.C1C=CC(/C=C/C(/C=C/C2C=CC=CC=2)=O)=CC=1.C1C=CC(/C=C/C(/C=C/C2C=CC=CC=2)=O)=CC=1.C1C=CC(/C=C/C(/C=C/C2C=CC=CC=2)=O)=CC=1.[Pd].[Pd]>[CH3:30][C:29]1[C:28](=[O:31])[O:27][CH2:26][C:25]=1[N:3]1[CH2:4][CH2:5][C:6]2([CH2:11][CH2:10][N:9]([C:12]([O:14][C:15]([CH3:18])([CH3:17])[CH3:16])=[O:13])[CH2:8][CH2:7]2)[C:2]1=[O:1] |f:3.4.5,7.8.9.10.11|. Run at temperature 90 celsius, time 18 hour. Reported procedure: To a mixture of tert-butyl 1-oxo-2,8-diazaspiro[4.5]decane-8-carboxylate (I-11, 80.0 g, 315 mmol) and 4-methyl-5-oxo-2,5-dihydrofuran-3-yl trifluoromethanesulfonate (I-9, 85.2 g, 346 mmol), Xantphos (13.6 g, 23.6 mmol), Cs2CO3 (153.7 g, 471.8 mmol) in toluene (1200 mL), was added Pd2(dba)3 (7.20 g, 7.86 mmol) under N2. The resulting reaction mixture was heated to 90° C. and stirred under N2 for 18 h. The mixture was filtered through a pad of CELITE® and the filtrate was concentrated. The residue... Reaction SMILES: [F:1][C:2]([F:20])([F:19])[C:3]([NH:5][C@H:6]([C:9]([O:11][CH2:12][C:13]1[CH:18]=[CH:17][CH:16]=[CH:15][CH:14]=1)=[O:10])[CH2:7][OH:8])=[O:4].[CH2:21]=[C:22]1[O:26][C:24](=[O:25])[CH2:23]1>O1CCCC1>[C:24]([O:8][CH2:7][C@@H:6]([C:9]([O:11][CH2:12][C:13]1[CH:18]=[CH:17][CH:16]=[CH:15][CH:14]=1)=[O:10])[NH:5][C:3](=[O:4])[C:2]([F:19])([F:20])[F:1])(=[O:25])[CH2:23][C:22]([CH3:21])=[O:26]. The solvent is O1CCCC1 (tetrahydrofuran). The reactants are FC(C(=O)N[C@@H](CO)C(=O)OCC1=CC=CC=C1)(F)F (benzyl trifluoroacetyl-L-serinate), C=C1CC(=O)O1 (diketene). Procedure: A solution of benzyl trifluoroacetyl-L-serinate (500 mg) and diketene (0.1 ml) in tetrahydrofuran (10 ml) was heated with reflux overnight. The solvent was distilled off and the residue was diluted with ethyl acetate and washed successively with water and brine. After drying over sodium sulfate, the ethyl acetate extract was filtered and concentrated. The residue was chromatographed on silica gel eluting successively with methylene chloride and a 4:1 mixture of methylene chloride and acetone to ... The product is C(CC(=O)C)(=O)OC[C@H](NC(C(F)(F)F)=O)C(=O)OCC1=CC=CC=C1 (benzyl O-acetoacetyl-N-trifluoroacetyl-L-serinate). Run at time 7 hour. RXN SMILES: [CH3:1][O:2][C:3](=[O:14])[C:4]1[CH:9]=[CH:8][C:7]([O:10][CH3:11])=[C:6]([OH:12])[C:5]=1[OH:13].Br[CH2:16][CH2:17][CH2:18]Br.C([O-])([O-])=O.[K+].[K+]>CN(C=O)C>[CH3:11][O:10][C:7]1[C:6]2[O:12][CH2:16][CH2:17][CH2:18][O:13][C:5]=2[C:4]([C:3]([O:2][CH3:1])=[O:14])=[CH:9][CH:8]=1 |f:2.3.4|. Procedure: A mixture of 2,3-dihydroxy-4-methoxy benzoic acid methyl ester (0.45 mol), 1,3-dibromopropane (0.72 mol), K2CO3 (155 g) and CuO (3.6 g) in DMF (2500 ml) was stirred at 120° C. to 130° C. for 7 hours, cooled and filtered. The solvent was evaporated. HCl (aqueous solution of 0.5 N, 1000 ml)) was added. The mixture was extracted twice with DCM (750 ml). The organic layer was separated, dried, filtered and the solvent was evaporated. The residue was purified by column chromatography over silica gel ... Run in CN(C)C=O (DMF). Starting materials: COC(C1=C(C(=C(C=C1)OC)O)O)=O (2,3-dihydroxy-4-methoxy benzoic acid methyl ester), BrCCCBr (1,3-dibromopropane), C(=O)([O-])[O-].[K+].[K+] (K2CO3), CuO. Yields the product COC1=CC=C(C2=C1OCCCO2)C(=O)OC (methyl 3,4-dihydro-9-methoxy-2H-1,5-benzodioxepin-6-carboxylate).